Dataset: the Open Reaction Database (ORD), a public repository of structured organic reaction records. Task: describe an organic reaction: reactants, conditions, products, and yield Reported procedure: At 80° C., 25 mg (0.025 mmol, 57% pure) of the compound from Example 50A were stirred in 0.5 ml of trifluoroacetic acid for 6 h. After concentration of the mixture under reduced pressure, the residue was purified by preparative HPLC (Method 11). This gave 6.0 mg (53% of theory) of the title compound. Run in FC(C(=O)O)(F)F (trifluoroacetic acid). The reactants are COC1=CC=C(CN2N=CC(=C2)C=2C=C3N(N2)C=CN3C=3C=C(C=CC3C)NC(C3=CC(=CC=C3)C(F)(F)F)=O)C=C1 (N-(3-{6-[1-(4-Methoxybenzyl)-1H-pyrazol-4-yl]-1H-imidazo[1,2-b]pyrazol-1-yl}-4-methylphenyl)-3-(trifluoromethyl)benzamide). As a reaction SMILES: COC1C=CC(C[N:8]2[CH:12]=[C:11]([C:13]3[CH:14]=[C:15]4[N:20]([C:21]5[CH:22]=[C:23]([NH:28][C:29](=[O:40])[C:30]6[CH:35]=[CH:34][CH:33]=[C:32]([C:36]([F:39])([F:38])[F:37])[CH:31]=6)[CH:24]=[CH:25][C:26]=5[CH3:27])[CH:19]=[CH:18][N:16]4[N:17]=3)[CH:10]=[N:9]2)=CC=1>FC(F)(F)C(O)=O>[CH3:27][C:26]1[CH:25]=[CH:24][C:23]([NH:28][C:29](=[O:40])[C:30]2[CH:35]=[CH:34][CH:33]=[C:32]([C:36]([F:37])([F:38])[F:39])[CH:31]=2)=[CH:22][C:21]=1[N:20]1[C:15]2[N:16]([N:17]=[C:13]([C:11]3[CH:12]=[N:8][NH:9][CH:10]=3)[CH:14]=2)[CH:18]=[CH:19]1. Product: CC1=C(C=C(C=C1)NC(C1=CC(=CC=C1)C(F)(F)F)=O)N1C=CN2N=C(C=C21)C=2C=NNC2 (N-{4-Methyl-3-[6-(1H-pyrazol-4-yl)-1H-imidazo[1,2-b]pyrazol-1-yl]phenyl}-3-(trifluoromethyl)-benzamide). The reactants are BrC=1C=C(N)C=C(C1)C(F)(F)F (3-bromo-5-(trifluoromethyl)aniline), CN(C=O)C (N,N-dimethylformamide). Reagents/catalysts: [C-]#N.[Zn+2].[C-]#N (zinc cyanide), C=1C=CC(=CC1)[P](C=2C=CC=CC2)(C=3C=CC=CC3)[Pd]([P](C=4C=CC=CC4)(C=5C=CC=CC5)C=6C=CC=CC6)([P](C=7C=CC=CC7)(C=8C=CC=CC8)C=9C=CC=CC9)[P](C=1C=CC=CC1)(C=1C=CC=CC1)C=1C=CC=CC1 (tetrakis(triphenylphosphine)palladium(0)). Conditions: temperature 80 celsius, time 20 hour. Product: NC=1C=C(C#N)C=C(C1)C(F)(F)F (3-amino-5-(trifluoromethyl)benzonitrile). RXN SMILES: Br[C:2]1[CH:3]=[C:4]([CH:6]=[C:7]([C:9]([F:12])([F:11])[F:10])[CH:8]=1)[NH2:5].[CH3:13][N:14](C)C=O>[C-]#N.[Zn+2].[C-]#N.C1C=CC([P]([Pd]([P](C2C=CC=CC=2)(C2C=CC=CC=2)C2C=CC=CC=2)([P](C2C=CC=CC=2)(C2C=CC=CC=2)C2C=CC=CC=2)[P](C2C=CC=CC=2)(C2C=CC=CC=2)C2C=CC=CC=2)(C2C=CC=CC=2)C2C=CC=CC=2)=CC=1>[NH2:5][C:4]1[CH:3]=[C:2]([CH:8]=[C:7]([C:9]([F:12])([F:11])[F:10])[CH:6]=1)[C:13]#[N:14] |f:2.3.4,^1:26,28,47,66|. Procedure: A solution of 3-bromo-5-(trifluoromethyl)aniline (3.24 g, 13.5 mmol) in N,N-dimethylformamide (50 mL) was degassed by bubbling argon through the solution for 30 minutes. To the reaction was added zinc cyanide (0.872 g, 7.42 mmol) and tetrakis(triphenylphosphine)palladium(0) (0.624 g, 0.54 mmol). The reaction was heated to 80° C. and stirred for 20 hours. The solvent was removed from the reaction under vacuum and the residue purified by silica chromatography (Biotage SP4, eluting 15% EtOAc in iso... Starting materials: C(C1=CC=CC=C1)N1C2=C(N[C@H]3[C@@H](C1=O)CCC3)C=CC=C2 ((3aR*,10aS*)-9-benzyl-2,3,3a,4,9,10a-hexahydrobenzo[b]cyclopenta[e][1,4]diazepin-10(1H)-one), ClCC(=O)Cl (chloroacetyl chloride). Run in ClCCCl (1,2-dichloroethane), ClCCCl (1,2-dichloroethane). Reaction conditions: time 10 minute. Yields the product C(C1=CC=CC=C1)N1C2=C(N([C@H]3[C@@H](C1=O)CCC3)C(CCl)=O)C=CC=C2 ((3aR*,10aS*)-9-Benzyl-4-(chloroacetyl)-2,3,3a,4,9,10a-hexahydrobenzo[b]cyclopenta[e][1,4]diazepin-10(1H)-one). Isolated yield 88.0%. RXN SMILES: [CH2:1]([N:8]1[C:14](=[O:15])[C@H:13]2[CH2:16][CH2:17][CH2:18][C@H:12]2[NH:11][C:10]2[CH:19]=[CH:20][CH:21]=[CH:22][C:9]1=2)[C:2]1[CH:7]=[CH:6][CH:5]=[CH:4][CH:3]=1.[Cl:23][CH2:24][C:25](Cl)=[O:26]>ClCCCl>[CH2:1]([N:8]1[C:14](=[O:15])[C@H:13]2[CH2:16][CH2:17][CH2:18][C@H:12]2[N:11]([C:25](=[O:26])[CH2:24][Cl:23])[C:10]2[CH:19]=[CH:20][CH:21]=[CH:22][C:9]1=2)[C:2]1[CH:3]=[CH:4][CH:5]=[CH:6][CH:7]=1. Procedure: On a water-bath kept at 14° C., to a solution of (3aR*,10aS*)-9-benzyl-2,3,3a,4,9,10a-hexahydrobenzo[b]cyclopenta[e][1,4]diazepin-10(1H)-one (5.85 g, 20 mmol) in 1,2-dichloroethane (20 mL) was added dropwise a solution of chloroacetyl chloride (2.5 g, 22 mmol) in 1,2-dichloroethane (15 mL), and the mixture was stirred for 10 minutes. The aqueous layer of this mixture was separated, and the organic layer was washed with water and a saturated aqueous solution of sodium chloride, dried over magnesi...